The task is: describe an organic reaction: reactants, conditions, products, and yield. This data is from the Open Reaction Database (ORD), a public repository of structured organic reaction records. The reactants are Schiff's base, [BH4-].[Na+] (sodium borohydride), CC(=O)C (acetone), ClC1=CC=C2C(=CC=NC2=C1)NC1C(CCCC1)N (N-(7-chloro-quinolin-4-yl)-cyclohexane-1,2-diamine), C(C1=CC=CC=C1)=O (benzaldehyde). Solvent: C(C)O (ethanol), [OH-].[Na+] (NaOH), C(C)O (ethanol). Yields the product Cl.ClC1=CC=C2C(=CC=NC2=C1)N[C@@H]1[C@H](CCCC1)NCC1=CC=CC=C1 ((1S,2S)-N1 -(7-Chloro-quinolin-4-yl)-N2 -(benzyl)-cyclohexane-1,2-diamine hydrochloride). As a reaction SMILES: [Cl:1][C:2]1[CH:11]=[C:10]2[C:5]([C:6]([NH:12][CH:13]3[CH2:18][CH2:17][CH2:16][CH2:15][CH:14]3[NH2:19])=[CH:7][CH:8]=[N:9]2)=[CH:4][CH:3]=1.[CH:20](=O)[C:21]1[CH:26]=[CH:25][CH:24]=[CH:23][CH:22]=1.[BH4-].[Na+].CC(C)=O>C(O)C.[OH-].[Na+]>[ClH:1].[Cl:1][C:2]1[CH:11]=[C:10]2[C:5]([C:6]([NH:12][C@H:13]3[CH2:18][CH2:17][CH2:16][CH2:15][C@@H:14]3[NH:19][CH2:20][C:21]3[CH:26]=[CH:25][CH:24]=[CH:23][CH:22]=3)=[CH:7][CH:8]=[N:9]2)=[CH:4][CH:3]=1 |f:2.3,6.7,8.9|. Reported procedure: 0.39 g of N-(7-chloro-quinolin-4-yl)-cyclohexane-1,2-diamine and 0.13 ml of benzaldehyde were stirred at 20° C. in 3 ml of ethanol for 3 hrs. The solvent was evaporated in order to complete the reaction. The resulting Schiff's base was again dissolved in 3 ml of ethanol, cooled in ice under argon and then treated portionwise with 0.3 g of sodium borohydride and stirred without cooling for a further 20 hrs. Excess reducing agent was decomposed by the addition of 3 ml of acetone. Thereafter, the m...